From a dataset of the Open Reaction Database (ORD), a public repository of structured organic reaction records. describe an organic reaction: reactants, conditions, products, and yield Reactants: COC(=O)C1=CC2=C(N=C(N2)C2=C(C=CC=C2Cl)Cl)C(=C1F)F (2-(2,6-dichlorophenyl)-6,7-difluoro-3H-benzoimidazole-5-carboxylic acid methyl ester), [OH-].[Na+] (NaOH), Cl (HCl). Run in CO (MeOH). Conditions: time 8 hour. The product is ClC1=C(C(=CC=C1)Cl)C=1NC2=C(N1)C(=C(C(=C2)C(=O)O)F)F (2-(2,6-dichlorophenyl)-6,7-difluoro-3H-benzoimidazole-5-carboxylic acid). As a reaction SMILES: C[O:2][C:3]([C:5]1[C:21]([F:22])=[C:20]([F:23])[C:8]2[N:9]=[C:10]([C:12]3[C:17]([Cl:18])=[CH:16][CH:15]=[CH:14][C:13]=3[Cl:19])[NH:11][C:7]=2[CH:6]=1)=[O:4].[OH-].[Na+].Cl>CO>[Cl:19][C:13]1[CH:14]=[CH:15][CH:16]=[C:17]([Cl:18])[C:12]=1[C:10]1[NH:11][C:7]2[CH:6]=[C:5]([C:3]([OH:4])=[O:2])[C:21]([F:22])=[C:20]([F:23])[C:8]=2[N:9]=1 |f:1.2|. Procedure: To a stirred solution of 2-(2,6-dichlorophenyl)-6,7-difluoro-3H-benzoimidazole-5-carboxylic acid methyl ester (700 mg, 1.97 mmol) in MeOH (15 mL) was added 1N NaOH (10 mL). The solution was stirred at ambient temperature overnight and carefully acidified to pH 3 with 1N HCl. The resulting suspension was filtered and washed with water. The pale yellow solid was dried under reduced pressure to give 2-(2,6-dichlorophenyl)-6,7-difluoro-3H-benzoimidazole-5-carboxylic acid. Starting materials: C(C=C)C1=C(C(=O)OC)C(=CC(=C1OC)C(C)(C)C)C=1C(=NC=CC1)OCC1=CC=CC=C1 (methyl 2-allyl-6-(2-benzyloxy-pyridin-3-yl)-4-tert-butyl-3-methoxy-benzoate). Reagents/catalysts: [OH-].[OH-].[Pd+2] (Pd(OH)2/C). Solvent: CCOC(=O)C (EtOAc). Conditions: time 30 minute. Yields the product COC(C1=C(C(=C(C=C1C=1C(NC=CC1)=O)C(C)(C)C)OC)CCC)=O (4-tert-Butyl-3-methoxy-6-(2-oxo-1,2-dihydro-pyridin-3-yl)-2-propyl-benzoic acid methyl ester). Reaction SMILES: [CH2:1]([C:4]1[C:13]([O:14][CH3:15])=[C:12]([C:16]([CH3:19])([CH3:18])[CH3:17])[CH:11]=[C:10]([C:20]2[C:21]([O:26]CC3C=CC=CC=3)=[N:22][CH:23]=[CH:24][CH:25]=2)[C:5]=1[C:6]([O:8][CH3:9])=[O:7])[CH:2]=[CH2:3]>CCOC(C)=O.[OH-].[OH-].[Pd+2]>[CH3:9][O:8][C:6](=[O:7])[C:5]1[C:10]([C:20]2[C:21](=[O:26])[NH:22][CH:23]=[CH:24][CH:25]=2)=[CH:11][C:12]([C:16]([CH3:17])([CH3:18])[CH3:19])=[C:13]([O:14][CH3:15])[C:4]=1[CH2:1][CH2:2][CH3:3] |f:2.3.4|. Procedure: step 7—A mixture of 128 (17 mg) and Pd(OH)2/C (20 mg) in EtOAc (10 mL) was stirred under 1 atm H2 for 30 min then the catalyst was filtered off. The filtrate was concentrated to afford 4.9 mg of I-90 as a waxy solid.